From a dataset of the Open Reaction Database (ORD), a public repository of structured organic reaction records. describe an organic reaction: reactants, conditions, products, and yield Starting materials: [Br-], C1CCOC1, C[Mg+], CCOCC, COc1cc(N2CCN(C(=O)Cn3nc(C(F)(F)F)c(Cl)c3C)CC2)c(C=O)cc1Cl. Yields the product COc1cc(N2CCN(C(=O)Cn3nc(C(F)(F)F)c(Cl)c3C)CC2)c(C(C)O)cc1Cl. Reaction SMILES: [Br-:32].[CH2:40]1[O:41][CH2:42][CH2:43][CH2:44]1.[CH3:33][Mg+:34].[CH3:35][CH2:36][O:37][CH2:38][CH3:39].[Cl:1][c:2]1[c:3]([O:30][CH3:31])[cH:4][c:5]([N:10]2[CH2:11][CH2:12][N:13]([C:16]([CH2:17][n:18]3[n:19][c:20]([C:25]([F:26])([F:27])[F:28])[c:21]([Cl:24])[c:22]3[CH3:23])=[O:29])[CH2:14][CH2:15]2)[c:6]([CH:7]=[O:8])[cH:9]1>>[Cl:1][c:2]1[c:3]([O:30][CH3:31])[cH:4][c:5]([N:10]2[CH2:11][CH2:12][N:13]([C:16]([CH2:17][n:18]3[n:19][c:20]([C:25]([F:26])([F:27])[F:28])[c:21]([Cl:24])[c:22]3[CH3:23])=[O:29])[CH2:14][CH2:15]2)[c:6]([CH:7]([OH:8])[CH3:35])[cH:9]1. The reactants are Cl (HCl), Cl.ClC1=C(C=CC(=C1)Cl)CCOC=1C=C(C(=O)NCC2CCNCC2)C=CC1OC (3-[2-(2,4-Dichloro-phenyl)-ethoxy]-4-methoxy-N-piperidin-4-ylmethyl-benzamide hydrochloride), [OH-].[Na+] (NaOH), BrCC(=O)O (bromo acetic acid). Solvent: CCO.O (EtOH H2O). Yields the product ClC1=C(C=CC(=C1)Cl)CCOC=1C=C(C(=O)NCC2CCN(CC2)CC(=O)O)C=CC1OC ([4-({3-[2-(2,4-Dichloro-phenyl)-ethoxy]-4-methoxy-benzoylamino}-methyl)-piperidin-1-yl]-acetic acid). As a reaction SMILES: Cl.[Cl:2][C:3]1[CH:8]=[C:7]([Cl:9])[CH:6]=[CH:5][C:4]=1[CH2:10][CH2:11][O:12][C:13]1[CH:14]=[C:15]([CH:26]=[CH:27][C:28]=1[O:29][CH3:30])[C:16]([NH:18][CH2:19][CH:20]1[CH2:25][CH2:24][NH:23][CH2:22][CH2:21]1)=[O:17].[OH-].[Na+].Br[CH2:34][C:35]([OH:37])=[O:36].Cl>CCO.O>[Cl:2][C:3]1[CH:8]=[C:7]([Cl:9])[CH:6]=[CH:5][C:4]=1[CH2:10][CH2:11][O:12][C:13]1[CH:14]=[C:15]([CH:26]=[CH:27][C:28]=1[O:29][CH3:30])[C:16]([NH:18][CH2:19][CH:20]1[CH2:25][CH2:24][N:23]([CH2:34][C:35]([OH:37])=[O:36])[CH2:22][CH2:21]1)=[O:17] |f:0.1,2.3,6.7|. Procedure: To 1 g 3-[2-(2,4-Dichloro-phenyl)-ethoxy]-4-methoxy-N-piperidin-4-ylmethyl-benzamide hydrochloride and 400 mg NaOH in 50 ml EtOH/H2O 1:1 0.35 g bromo acetic acid were added at RT. After stirring over night the reaction mixture was acidified with half concentrated HCl. After evaporation of the solvent the residue was coevaporated with toluene. The waxy brown solid was subjected to the subsequent reaction without further purification.